Dataset: the Open Reaction Database (ORD), a public repository of structured organic reaction records. Task: describe an organic reaction: reactants, conditions, products, and yield Reactants: ClC=1C(=NN(C1C(F)(F)F)C)C1=C(C=C(C(=C1)OC)[N+](=O)[O-])F (4-chloro-3-(2-fluoro-5-methoxy-4-nitrophenyl)-1-methyl-5-(trifluoro-methyl)-1H-pyrazole). The reagents and catalysts are [Fe] (iron), [Fe] (iron). Run in C(C)(=O)O (acetic acid). Yields the product ClC=1C(=NN(C1C(F)(F)F)C)C1=C(C=C(C(=C1)OC)N)F (4-chloro-3-(4-amino-2-fluoro-5-methoxyphenyl)-1-methyl-5-(trifluoromethyl)-1H-pyrazole). The yield is 95.5%. As a reaction SMILES: [Cl:1][C:2]1[C:3]([C:12]2[CH:17]=[C:16]([O:18][CH3:19])[C:15]([N+:20]([O-])=O)=[CH:14][C:13]=2[F:23])=[N:4][N:5]([CH3:11])[C:6]=1[C:7]([F:10])([F:9])[F:8]>C(O)(=O)C.[Fe]>[Cl:1][C:2]1[C:3]([C:12]2[CH:17]=[C:16]([O:18][CH3:19])[C:15]([NH2:20])=[CH:14][C:13]=2[F:23])=[N:4][N:5]([CH3:11])[C:6]=1[C:7]([F:10])([F:8])[F:9]. Procedure details: To a solution of 4.05 g of 4-chloro-3-(2-fluoro-5-methoxy-4-nitrophenyl)-1-methyl-5-(trifluoro-methyl)-1H-pyrazole in 50 ml of acetic acid was added 1.39 g (0.0249 mol) of iron powder. The reaction mixture was heated near reflux for 2 hours, treated with 1.39 g of iron powder, and heated at near reflux for another hour. After cooling, concentrating and chromatography, 3.54 g of 4-chloro-3-(4-amino-2-fluoro-5-methoxyphenyl)-1-methyl-5-(trifluoromethyl)-1H-pyrazole was isolated. Reactants: O=[N+]([O-])c1ccc2c(c1)c(Br)nn2C(c1ccccc1)(c1ccccc1)c1ccccc1, CC1(C)OB(C2=CCOCC2)OC1(C)C, [K+], [K+], [K+], C1COCCO1, O=P([O-])([O-])[O-]. The product is O=[N+]([O-])c1ccc2c(c1)c(C1=CCOCC1)nn2C(c1ccccc1)(c1ccccc1)c1ccccc1. Reaction SMILES: [Br:16][c:17]1[n:18][n:19]([C:29]([c:30]2[cH:31][cH:32][cH:33][cH:34][cH:35]2)([c:36]2[cH:37][cH:38][cH:39][cH:40][cH:41]2)[c:42]2[cH:43][cH:44][cH:45][cH:46][cH:47]2)[c:20]2[cH:21][cH:22][c:23]([N+:26](=[O:27])[O-:28])[cH:24][c:25]12.[CH3:1][C:2]1([CH3:3])[C:4]([CH3:5])([CH3:6])[O:7][B:8]([C:9]2=[CH:14][CH2:13][O:12][CH2:11][CH2:10]2)[O:15]1.[K+:53].[K+:54].[K+:55].[O:56]1[CH2:57][CH2:58][O:59][CH2:60][CH2:61]1.[P:48]([O-:49])([O-:50])([O-:51])=[O:52]>>[C:9]1([c:17]2[n:18][n:19]([C:29]([c:30]3[cH:31][cH:32][cH:33][cH:34][cH:35]3)([c:36]3[cH:37][cH:38][cH:39][cH:40][cH:41]3)[c:42]3[cH:43][cH:44][cH:45][cH:46][cH:47]3)[c:20]3[cH:21][cH:22][c:23]([N+:26](=[O:27])[O-:28])[cH:24][c:25]23)=[CH:14][CH2:13][O:12][CH2:11][CH2:10]1. The reactants are O=C1C=CN(C=C1)C1=CC(=C(C=C1)N)N (4-(4-oxo-4H-pyridin-1-yl)-1,2-phenylenediamine), C(C(=O)O)(=O)O (oxalic acid). Solvent: Cl (hydrochloric acid). The product is O=C1C=CN(C=C1)C=1C=C2NC(C(NC2=CC1)=O)=O (6-(4-oxo-4H-pyridin-1-yl)-1,4-dihydroquinoxaline-2,3-dione). The yield is 77.8%. As a reaction SMILES: [O:1]=[C:2]1[CH:7]=[CH:6][N:5]([C:8]2[CH:13]=[CH:12][C:11]([NH2:14])=[C:10]([NH2:15])[CH:9]=2)[CH:4]=[CH:3]1.[C:16](O)(=[O:20])[C:17](O)=[O:18]>Cl>[O:1]=[C:2]1[CH:7]=[CH:6][N:5]([C:8]2[CH:9]=[C:10]3[C:11](=[CH:12][CH:13]=2)[NH:14][C:17](=[O:18])[C:16](=[O:20])[NH:15]3)[CH:4]=[CH:3]1. Reported procedure: First, 4.849 g of 4-(4-oxo-4H-pyridin-1-yl)-1,2-phenylenediamine and 2.402 g of oxalic acid were added to 60 ml of 4N hydrochloric acid. The mixture was refluxed by heating for 2.5 hours in a nitrogen atmosphere. After the mixture was cooled, precipitated crystals were filtered and recrystallized with dimethylformamide to give 4.786 g of 6-(4-oxo-4H-pyridin-1-yl)-1,4-dihydroquinoxaline-2,3-dione.